From a dataset of the Open Reaction Database (ORD), a public repository of structured organic reaction records. describe an organic reaction: reactants, conditions, products, and yield Reactants: COC(=O)C(CC1CCN(C(=O)C=CC#Cc2cc(OC)c(OC)c(OC)c2)CC1)CC1CCN(C(=O)C=CC#Cc2cc(OC)c(OC)c(OC)c2)CC1, CO, Cl, [Na+], [OH-]. Yields the product COc1cc(C#CC=CC(=O)N2CCC(CC(CC3CCN(C(=O)C=CC#Cc4cc(OC)c(OC)c(OC)c4)CC3)C(=O)O)CC2)cc(OC)c1OC. As a reaction SMILES: [CH3:3][O:4][c:5]1[cH:6][c:7]([C:15]#[C:16][CH:17]=[CH:18][C:19](=[O:20])[N:21]2[CH2:22][CH2:23][CH:24]([CH2:27][CH:28]([CH2:29][CH:30]3[CH2:31][CH2:32][N:33]([C:36]([CH:37]=[CH:38][C:39]#[C:40][c:41]4[cH:42][c:43]([O:51][CH3:52])[c:44]([O:49][CH3:50])[c:45]([O:47][CH3:48])[cH:46]4)=[O:53])[CH2:34][CH2:35]3)[C:54](=[O:55])[O:56][CH3:57])[CH2:25][CH2:26]2)[cH:8][c:9]([O:13][CH3:14])[c:10]1[O:11][CH3:12].[CH3:59][OH:60].[ClH:58].[Na+:2].[OH-:1]>>[CH3:3][O:4][c:5]1[cH:6][c:7]([C:15]#[C:16][CH:17]=[CH:18][C:19](=[O:20])[N:21]2[CH2:22][CH2:23][CH:24]([CH2:27][CH:28]([CH2:29][CH:30]3[CH2:31][CH2:32][N:33]([C:36]([CH:37]=[CH:38][C:39]#[C:40][c:41]4[cH:42][c:43]([O:51][CH3:52])[c:44]([O:49][CH3:50])[c:45]([O:47][CH3:48])[cH:46]4)=[O:53])[CH2:34][CH2:35]3)[C:54](=[O:55])[OH:56])[CH2:25][CH2:26]2)[cH:8][c:9]([O:13][CH3:14])[c:10]1[O:11][CH3:12].